From a dataset of the Open Reaction Database (ORD), a public repository of structured organic reaction records. describe an organic reaction: reactants, conditions, products, and yield Starting materials: CN, Cc1nc(Cl)cc2cnnn12, O. Yields the product CNc1cc2cnnn2c(C)n1. Reaction SMILES: [CH3:12][NH2:13].[Cl:1][c:2]1[cH:3][c:4]2[n:5]([c:6]([CH3:8])[n:7]1)[n:9][n:10][cH:11]2.[OH2:14]>>[c:2]1([NH:13][CH3:12])[cH:3][c:4]2[n:5]([c:6]([CH3:8])[n:7]1)[n:9][n:10][cH:11]2. Starting materials: CC(C)C=1SC=C2C1CN(C2)C(=O)OC(C)(C)C (1-(1-methylethyl)5-(1,1-dimethylethoxy)carbonyl-5,6-dihydro -4H-thieno[3,4-c]pyrrole), FC(C(=O)O)(F)F (trifluoroacetic acid). Reaction SMILES: [CH3:1][CH:2]([C:4]1[S:5][CH:6]=[C:7]2[CH2:11][N:10](C(OC(C)(C)C)=O)[CH2:9][C:8]=12)[CH3:3].[F:19][C:20]([F:25])([F:24])[C:21]([OH:23])=[O:22]>>[F:19][C:20]([F:25])([F:24])[C:21]([OH:23])=[O:22].[CH3:3][CH:2]([C:4]1[S:5][CH:6]=[C:7]2[CH2:11][NH:10][CH2:9][C:8]=12)[CH3:1] |f:2.3|. Procedure details: A solution of 0.49 g (1.8 mmol) of 1-(1-methylethyl)5-(1,1-dimethylethoxy)carbonyl-5,6-dihydro -4H-thieno[3,4-c]pyrrole in 0.5 ml of trifluoroacetic acid is stirred for 30 min at a temperature in the region of 20° C. After evaporation of the solvent, 0.51 g of an oily product is obtained. Quantitative yield. The product is FC(C(=O)O)(F)F.CC(C)C=1SC=C2C1CNC2 (1-(1-Methylethyl)-5,6-dihydro-4H-thieno[3,4-c]pyrrole trifluoroacetate). Reactants: CN1N=CC=C1 (1-methylpyrazole), Cl[Sn](C)(C)C (chlorotrimethylstannane). Solvent: CCCCCC (hexane), C1CCOC1 (THF). Run at time 0.15 hour. Yields the product CN1N=CC=C1[Sn](C)(C)C (1-methylpyrazol-5-yl-trimethylstannane). Yield: 100.4%. RXN SMILES: [CH3:1][N:2]1[CH:6]=[CH:5][CH:4]=[N:3]1.Cl[Sn:8]([CH3:11])([CH3:10])[CH3:9]>CCCCCC.C1COCC1>[CH3:1][N:2]1[C:6]([Sn:8]([CH3:11])([CH3:10])[CH3:9])=[CH:5][CH:4]=[N:3]1. Procedure details: Butylithium (2.5M in hexane, 9.75 ml, 24.4 mmol) was added to a stirred solution of 1-methylpyrazole (2.0 g. 24.4 mmol) in THF (30 ml) at -78° C. After 0.15 hours, a solution of chlorotrimethylstannane (4.85 g, 24.4 mmol) was added dropwise and the mixture allowed to warm to room temperature. The mixture was evaporated under reduced pressure and the residue partitioned between ether (50 ml) and water (50 ml). The ether layer was dried (MgSO4) and evaporated to yield the title compound as colourl...